From a dataset of the Open Reaction Database (ORD), a public repository of structured organic reaction records. describe an organic reaction: reactants, conditions, products, and yield The reactants are N#Cc1cc(Cl)ccc1Br, O=C([O-])[O-], C1COCCO1, [Cs+], [Cs+], O=C1CCCN1, O=C(C=Cc1ccccc1)C=Cc1ccccc1, O=C(C=Cc1ccccc1)C=Cc1ccccc1, O=C(C=Cc1ccccc1)C=Cc1ccccc1, [Pd], [Pd]. The product is N#Cc1cc(Cl)ccc1N1CCCC1=O. RXN SMILES: [Br:1][c:2]1[c:3]([C:4]#[N:5])[cH:6][c:7]([Cl:10])[cH:8][cH:9]1.[C:17](=[O:18])([O-:19])[O-:20].[CH2:23]1[O:24][CH2:25][CH2:26][O:27][CH2:28]1.[Cs+:21].[Cs+:22].[O:11]=[C:12]1[CH2:13][CH2:14][CH2:15][NH:16]1.[O:31]=[C:32]([CH:33]=[CH:34][c:35]1[cH:36][cH:37][cH:38][cH:39][cH:40]1)[CH:41]=[CH:42][c:43]1[cH:44][cH:45][cH:46][cH:47][cH:48]1.[O:49]=[C:50]([CH:51]=[CH:52][c:53]1[cH:54][cH:55][cH:56][cH:57][cH:58]1)[CH:59]=[CH:60][c:61]1[cH:62][cH:63][cH:64][cH:65][cH:66]1.[O:67]=[C:68]([CH:69]=[CH:70][c:71]1[cH:72][cH:73][cH:74][cH:75][cH:76]1)[CH:77]=[CH:78][c:79]1[cH:80][cH:81][cH:82][cH:83][cH:84]1.[Pd:29].[Pd:30]>>[c:2]1([N:16]2[C:12](=[O:11])[CH2:13][CH2:14][CH2:15]2)[c:3]([C:4]#[N:5])[cH:6][c:7]([Cl:10])[cH:8][cH:9]1. Starting materials: OC(CC(=O)OCC)CCCCCCCCC=C (ethyl 3-hydroxy-12-tridecenoate), [OH-].[Na+] (NaOH). Run in O (water), O1CCOCC1 (dioxane). Reaction conditions: time 1 hour. The product is OC(CC(=O)O)CCCCCCCCC=C (3-hydroxy-12-tridecenoic acid). Yield: 90.0%. Reaction SMILES: [OH:1][CH:2]([CH2:9][CH2:10][CH2:11][CH2:12][CH2:13][CH2:14][CH2:15][CH2:16][CH:17]=[CH2:18])[CH2:3][C:4]([O:6]CC)=[O:5].[OH-].[Na+]>O1CCOCC1.O>[OH:1][CH:2]([CH2:9][CH2:10][CH2:11][CH2:12][CH2:13][CH2:14][CH2:15][CH2:16][CH:17]=[CH2:18])[CH2:3][C:4]([OH:6])=[O:5] |f:1.2|. Procedure details: Purification by distillation (Kugelrohr, 135° C./0.2 torr) gave ethyl 3-hydroxy-12-tridecenoate as a colorless oil (12.3 g, 80% yield). To this ester (10.8 g, 42.2 mmol) in dioxane (50 ml) at room temperature was added 1M NaOH (50 ml). After one hour, the resulting slurry was diluted with water and washed twice with hexane. The aqueous layer was acidified with 10% citric acid, and the resulting solid collected by filtration and dried in vacuo to give 3-hydroxy-12-tridecenoic acid as a white soli... Reactants: ClC=1C=C(C=CC1O)CCCN1C=NC=C1 (1-[3-(3-chloro-4-hydroxyphenyl)propyl]imidazole), ClCC=1N=C(OC1)C=1SC(=CC1)C (4-chloromethyl-2-(5-methyl-2-thienyl)oxazole). Product: ClC1=C(OCC=2N=C(OC2)C=2SC(=CC2)C)C=CC(=C1)CCCN1C=NC=C1 (4-[2-chloro-4-[3-(1-imidazolyl)propyl]phenoxymethyl]-2-(5-methyl-2-thienyl)oxazole). Yield: 83.0%. As a reaction SMILES: [Cl:1][C:2]1[CH:3]=[C:4]([CH2:9][CH2:10][CH2:11][N:12]2[CH:16]=[CH:15][N:14]=[CH:13]2)[CH:5]=[CH:6][C:7]=1[OH:8].Cl[CH2:18][C:19]1[N:20]=[C:21]([C:24]2[S:25][C:26]([CH3:29])=[CH:27][CH:28]=2)[O:22][CH:23]=1>>[Cl:1][C:2]1[CH:3]=[C:4]([CH2:9][CH2:10][CH2:11][N:12]2[CH:16]=[CH:15][N:14]=[CH:13]2)[CH:5]=[CH:6][C:7]=1[O:8][CH2:18][C:19]1[N:20]=[C:21]([C:24]2[S:25][C:26]([CH3:29])=[CH:27][CH:28]=2)[O:22][CH:23]=1. Procedure details: In substantially the same manner as in Working Example 72, 1-[3-(3-chloro-4-hydroxyphenyl)propyl]imidazole was reacted with 4-chloromethyl-2-(5-methyl-2-thienyl)oxazole to obtain 4-[2-chloro-4-[3-(1-imidazolyl)propyl]phenoxymethyl]-2-(5-methyl-2-thienyl)oxazole. The yield was 83%. Recrystallization from ethyl acetate-hexane gave colorless prisms, mp 95-96° C. Starting materials: CNC(=O)C=1N(N=CN1)CC1=C(N=C2N1C=C(C=C2)C)C2=CC=C(C=C2)C (2-(6-Methyl-2-p-tolyl-imidazo[1,2-a]pyridin-3-ylmethyl)-2H-[1,2,4]triazole-3-carboxylic acid methylamide), ClC1=CC=C(C=C1)C=1N=C2N(C=CC=C2)C1CN1N=C(N=C1)C(=O)OC (methyl 1-((2-(4-chlorophenyl)imidazo[1,2-a]pyridin-3-yl)methyl)-1H-1,2,4-triazole-3-carboxylate), CN (methylamine). Yields the product ClC1=CC=C(C=C1)C=1N=C2N(C=CC=C2)C1CN1N=C(N=C1)C(=O)NC (1-((2-(4-chlorophenyl)imidazo[1,2-a]pyridin-3-yl)methyl)-N-methyl-1H-1,2,4-triazole-3-carboxamide). As a reaction SMILES: [CH3:1][NH:2]C(C1N(CC2N3C=C(C)C=CC3=NC=2C2C=CC(C)=CC=2)N=CN=1)=O.[Cl:28][C:29]1[CH:34]=[CH:33][C:32]([C:35]2[N:36]=[C:37]3[CH:42]=[CH:41][CH:40]=[CH:39][N:38]3[C:43]=2[CH2:44][N:45]2[CH:49]=[N:48][C:47]([C:50](OC)=[O:51])=[N:46]2)=[CH:31][CH:30]=1.CN>>[Cl:28][C:29]1[CH:34]=[CH:33][C:32]([C:35]2[N:36]=[C:37]3[CH:42]=[CH:41][CH:40]=[CH:39][N:38]3[C:43]=2[CH2:44][N:45]2[CH:49]=[N:48][C:47]([C:50]([NH:2][CH3:1])=[O:51])=[N:46]2)=[CH:31][CH:30]=1. Reported procedure: The title compound was prepared according to the procedure described for compound 68 from methyl 1-((2-(4-chlorophenyl)imidazo[1,2-a]pyridin-3-yl)methyl)-1H-1,2,4-triazole-3-carboxylate and methylamine. 1H-NMR (400 MHz, CDCl3, δ) 8.42 (d, J=6.8 Hz, 1H), 7.98 (d, J=8.5 Hz, 2H), 7.85 (s, 1H), 7.69 (d, J=9.1 Hz, 1H), 7.50 (broad, 1H), 7.45 (d, J=8.5 Hz, 2H), 7.29 (m, 1H), 6.87 (m, 1H), 6.34 (s, 2H), 3.08 (d, J=5.1 Hz, 3H) ppm; m/e 367, 369. Reactants: [K+], O=[N+]([O-])[O-], O=S(=O)(O)O, O=Cc1cccs1. The product is O=Cc1cc([N+](=O)[O-])cs1. Reaction SMILES: [K+:8].[O-:9][N+:10]([O-:11])=[O:12].[S:13](=[O:14])(=[O:15])([OH:16])[OH:17].[s:1]1[c:2]([CH:6]=[O:7])[cH:3][cH:4][cH:5]1>>[s:1]1[c:2]([CH:6]=[O:7])[cH:3][c:4]([N+:10](=[O:9])[O-:11])[cH:5]1. Reaction SMILES: [CH3:21][CH2:22][CH2:23][CH2:24][N:25]=[C:26]=[O:27].[Cl:28][CH2:29][CH2:30][Cl:31].[c:1]1(-[c:15]2[cH:16][cH:17][cH:18][cH:19][cH:20]2)[cH:2][cH:3][c:4](-[c:7]2[n:8][c:9]([CH2:12][CH2:13][NH2:14])[nH:10][cH:11]2)[cH:5][cH:6]1>>[c:1]1(-[c:15]2[cH:16][cH:17][cH:18][cH:19][cH:20]2)[cH:2][cH:3][c:4](-[c:7]2[n:8][c:9]([CH2:12][CH2:13][NH:14][C:26]([NH:25][CH2:24][CH2:23][CH2:22][CH3:21])=[O:27])[nH:10][cH:11]2)[cH:5][cH:6]1. The reactants are CCCCN=C=O, ClCCCl, NCCc1nc(-c2ccc(-c3ccccc3)cc2)c[nH]1. Product: CCCCNC(=O)NCCc1nc(-c2ccc(-c3ccccc3)cc2)c[nH]1. The reactants are C[Si](C)(C)Cl (trimethylsilyl chloride), N (ammonia), NC=1C2=C(N=CN1)N(N=N2)[C@H]2[C@H](O)[C@H](O)[C@H](O2)CO (7-amino-3-β-D-ribofuranosyl-3H-1,2,3-triazolo[4,5-d]pyrimidine), C(C1=CC=CC=C1)(=O)Cl (benzoyl chloride). Solvent: N1=CC=CC=C1 (pyridine), O (water). Conditions: time 4 hour. Yields the product C(C1=CC=CC=C1)(=O)NC=1C2=C(N=CN1)N(N=N2)[C@H]2[C@H](O)[C@H](O)[C@H](O2)CO (7-Benzoylamino-3-(β-D-ribofuranosyl)-3H-1,2,3-triazolo[4,5-d]pyrimidine). Reaction SMILES: [NH2:1][C:2]1[C:3]2[N:10]=[N:9][N:8]([C@@H:11]3[O:17][C@H:16]([CH2:18][OH:19])[C@@H:14]([OH:15])[C@H:12]3[OH:13])[C:4]=2[N:5]=[CH:6][N:7]=1.C[Si](Cl)(C)C.[C:25](Cl)(=[O:32])[C:26]1[CH:31]=[CH:30][CH:29]=[CH:28][CH:27]=1.N>N1C=CC=CC=1.O>[C:25]([NH:1][C:2]1[C:3]2[N:10]=[N:9][N:8]([C@@H:11]3[O:17][C@H:16]([CH2:18][OH:19])[C@@H:14]([OH:15])[C@H:12]3[OH:13])[C:4]=2[N:5]=[CH:6][N:7]=1)(=[O:32])[C:26]1[CH:31]=[CH:30][CH:29]=[CH:28][CH:27]=1. Procedure details: 100 mg (0.37 mmol) of 7-amino-3-β-D-ribofuranosyl-3H-1,2,3-triazolo[4,5-d]pyrimidine are initially introduced in 5 ml of dry pyridine. 0.47 ml (3.7 mmol) of trimethylsilyl chloride is added dropwise to this solution under an argon atmosphere. After the mixture has been stirred at room temperature for half an hour (monitoring by TLC), 0.25 ml (2.0 mmol) of benzoyl chloride is added dropwise, and this reaction mixture is stirred at room temperature for 4 hours. It is then cooled down to 0-5° C. an... RXN SMILES: [N+:1]([C:4]1[C:5]([OH:18])=[C:6]([CH:15]=[CH:16][CH:17]=1)[C:7]([C:9]1[CH:14]=[CH:13][CH:12]=[CH:11][CH:10]=1)=[O:8])([O-])=O.[Sn](Cl)Cl.[OH-].[Na+]>C(O)C>[NH2:1][C:4]1[C:5]([OH:18])=[C:6]([CH:15]=[CH:16][CH:17]=1)[C:7]([C:9]1[CH:14]=[CH:13][CH:12]=[CH:11][CH:10]=1)=[O:8] |f:2.3|. Reactants: [N+](=O)([O-])C=1C(=C(C(=O)C2=CC=CC=C2)C=CC1)O (3-nitro-2-hydroxybenzophenone), [Sn](Cl)Cl (tin (II) chloride), [OH-].[Na+] (NaOH). Conditions: temperature 80 celsius, time 2 hour. Product: NC=1C(=C(C(=O)C2=CC=CC=C2)C=CC1)O (3-amino-2-hydroxybenzophenone). Yield: 91.9%. Solvent: C(C)O (ethanol). Reported procedure: A mixture of 3-nitro-2-hydroxybenzophenone (600 mg, 2.5 mmol) and tin (II) chloride (1.7 g, 7.5 mmol) in ethanol(50 mL) was heated at 80° C. under argon. After 2 hours, the starting material had disappeared and the solution was allowed to cool down and then poured into ice. The pH was made slightly basic (pH7-8), by addition of solid NaOH, before being extracted with ethyl acetate. The organic phase was washed with brine, dried over MgSO4 and filtered. The solvent was evaporated and chromatograp...